Dataset: the Open Reaction Database (ORD), a public repository of structured organic reaction records. Task: describe an organic reaction: reactants, conditions, products, and yield The reactants are ice, C(O)CN (ethanolamine), C(CC(=O)C)(=O)OC (methyl acetoacetate). Product: COC(C=C(C)NCCO)=O (3-(2-Hydroxyethylamino)-but-2-enoic acid methyl ester). Yield: 91.2%. As a reaction SMILES: [CH2:1]([CH2:3][NH2:4])[OH:2].[C:5]([O:11][CH3:12])(=[O:10])[CH2:6][C:7]([CH3:9])=O>>[CH3:12][O:11][C:5](=[O:10])[CH:6]=[C:7]([NH:4][CH2:3][CH2:1][OH:2])[CH3:9]. Procedure: To an ice-cooled sample of ethanolamine (6.1 g) was added methyl acetoacetate (11.6 g) dropwise. Compound (XXIII 14.5 g) was formed within 30 min (U.S. Pat. No. 1102800). The reactants are CC(C)CC(C(=O)OCc1ccccc1)N1CCC2(CCCN2C(=O)C(C)C)C1=O, CO. The product is CC(C)CC(C(=O)O)N1CCC2(CCCN2C(=O)C(C)C)C1=O. RXN SMILES: [C:1]([CH:2]([CH3:3])[CH3:4])(=[O:5])[N:6]1[CH2:7][CH2:8][CH2:9][C:10]12[C:11](=[O:30])[N:12]([CH:15]([CH2:16][CH:17]([CH3:18])[CH3:19])[C:20](=[O:21])[O:22][CH2:23][c:24]1[cH:25][cH:26][cH:27][cH:28][cH:29]1)[CH2:13][CH2:14]2.[CH3:31][OH:32]>>[C:1]([CH:2]([CH3:3])[CH3:4])(=[O:5])[N:6]1[CH2:7][CH2:8][CH2:9][C:10]12[C:11](=[O:30])[N:12]([CH:15]([CH2:16][CH:17]([CH3:18])[CH3:19])[C:20](=[O:21])[OH:22])[CH2:13][CH2:14]2. Reactants: C(C1=CC=CC=C1)SC=1NC=C(N1)C1=CC(=C(C(=C1)C(C)(C)C)O)C(C)(C)C (2-benzylthio-4-(3,5-di-tert-butyl-4-hydroxyphenyl)imidazole), ClC1=CC(=CC=C1)C(=O)OO (m-chloroperbenzoic acid). Solvent: C(Cl)(Cl)Cl (chloroform). Product: C(C)(C)(C)C=1C=C(C=C(C1O)C(C)(C)C)C=1N=CNC1 (4-(3,5-di-tert-butyl-4-hydroxyphenyl)imidazole). As a reaction SMILES: C(S[C:9]1[NH:10][CH:11]=[C:12]([C:14]2[CH:19]=[C:18]([C:20]([CH3:23])([CH3:22])[CH3:21])[C:17]([OH:24])=[C:16]([C:25]([CH3:28])([CH3:27])[CH3:26])[CH:15]=2)[N:13]=1)C1C=CC=CC=1.ClC1C=CC=C(C(OO)=O)C=1>C(Cl)(Cl)Cl>[C:25]([C:16]1[CH:15]=[C:14]([C:12]2[N:13]=[CH:9][NH:10][CH:11]=2)[CH:19]=[C:18]([C:20]([CH3:21])([CH3:22])[CH3:23])[C:17]=1[OH:24])([CH3:26])([CH3:27])[CH3:28]. Procedure details: In 10 ml of chloroform was dissolved 0.8 g of 2-benzylthio-4-(3,5-di-tert-butyl-4-hydroxyphenyl)imidazole and then 0.35 g of m-chloroperbenzoic acid was added to the solution at room temperature. After the reaction was over, the reaction mixture was washed with a diluted aqueous alkali solution, dried, and concentrated under reduced pressure. The residue formed was subjected to silica gel chromatography and eluted with chloroform. The fraction thus obtained was concentrated udner reduced pressur... Starting materials: C(C)(=O)O[C@H]1C[C@H](C[C@H](C1)O)O[Si](C)(C)C(C)(C)C ((1R,3S,5S)-3-(tert-butyl-dimethyl-silanoxy)-5-hydroxy-cyclohex-1-yl acetate), C1(=CC=CC=C1)P(C1=CC=CC=C1)C1=CC=CC=C1 (triphenylphosphine), N(=NC(=O)OC(C)C)C(=O)OC(C)C (diisopropyl azodicarboxylate), C(C(C)(C)C)(=O)O (pivalic acid). Run in C1CCOC1 (THF), C1CCOC1 (THF). Conditions: time 1 hour. Yields the product C(C)(=O)O[C@@H]1C[C@H](C[C@H](C1)O[Si](C)(C)C(C)(C)C)OC(C(C)(C)C)=O ((1R,3R,5S)-2,2-dimethyl-propionic acid 3-acetoxy-5-(tert-butyl-dimethyl-silanyloxy)-cyclohexyl ester). Reaction SMILES: [C:1]([O:4][C@@H:5]1[CH2:10][C@H:9]([OH:11])[CH2:8][C@H:7]([O:12][Si:13]([C:16]([CH3:19])([CH3:18])[CH3:17])([CH3:15])[CH3:14])[CH2:6]1)(=[O:3])[CH3:2].C1(P(C2C=CC=CC=2)C2C=CC=CC=2)C=CC=CC=1.N(C(OC(C)C)=O)=NC(OC(C)C)=O.[C:53](O)(=[O:58])[C:54]([CH3:57])([CH3:56])[CH3:55]>C1COCC1>[C:1]([O:4][C@H:5]1[CH2:6][C@H:7]([O:12][Si:13]([C:16]([CH3:19])([CH3:18])[CH3:17])([CH3:15])[CH3:14])[CH2:8][C@H:9]([O:11][C:53](=[O:58])[C:54]([CH3:57])([CH3:56])[CH3:55])[CH2:10]1)(=[O:3])[CH3:2]. Reported procedure: To a solution of 10.67 g of (1R,3S,5S)-3-(tert-butyl-dimethyl-silanoxy)-5-hydroxy-cyclohex-1-yl acetate in 107 ml of THF was added at 22° 14.55 g of triphenylphosphine, the solution was cooled to 0° and treated dropwise with a solution of 11.81 g of diisopropyl azodicarboxylate and 5.67 g of pivalic acid in 85 ml of THF over 1 h and the solution was stirred at 0° for 1 h after which time t.l.c. showed completion of the reaction. The solution was evaporated, the residue triturated with 130 ml of ...